This data is from the Open Reaction Database (ORD), a public repository of structured organic reaction records. The task is: describe an organic reaction: reactants, conditions, products, and yield The yield is 20.9%. Reagents/catalysts: [Cu](Cl)Cl (copper(II) chloride). Run in CCOC(=O)C (EtOAc), CN(C)C=O (DMF). Product: COC=1C=C2C(=CN(C2=CC1)C)C1=CC2=C(N=CC=3N2C(=NN3)C)N1COCC[Si](C)(C)C (7-(5-methoxy-1-methyl-1H-indol-3-yl)-1-methyl-6-((2-(trimethylsilyl)ethoxy)methyl)-6H-pyrrolo[2,3-e][1, 2, 4]triazolo[4,3-a]pyrazine). Run at time 1 hour. RXN SMILES: [NH:1]([C:3]1[N:4]=[C:5]2[CH:11]=[C:10]([C:12]3[C:20]4[C:15](=[CH:16][CH:17]=[C:18]([O:21][CH3:22])[CH:19]=4)[N:14]([CH3:23])[CH:13]=3)[N:9]([CH2:24][O:25][CH2:26][CH2:27][Si:28]([CH3:31])([CH3:30])[CH3:29])[C:6]2=[N:7][CH:8]=1)[NH2:2].C(Cl)Cl.[CH:35](=O)[CH3:36].N>[Cu](Cl)Cl.CCOC(C)=O.CN(C=O)C>[CH3:22][O:21][C:18]1[CH:19]=[C:20]2[C:15](=[CH:16][CH:17]=1)[N:14]([CH3:23])[CH:13]=[C:12]2[C:10]1[N:9]([CH2:24][O:25][CH2:26][CH2:27][Si:28]([CH3:30])([CH3:29])[CH3:31])[C:6]2[N:7]=[CH:8][C:3]3[N:4]([C:35]([CH3:36])=[N:2][N:1]=3)[C:5]=2[CH:11]=1. Procedure: To a round bottom flask were added 2-hydrazinyl-6-(5-methoxy-1-methyl-1H-indol-3-yl)-5-((2-(trimethylsilyl)ethoxy)methyl)-5H-pyrrolo[2,3-b]pyrazine (0.181 g, 0.413 mmol), DCM (5 mL) and acetaldehyde (10.0 M in DCM, 0.206 mL, 2.06 mmol). The reaction mixture was stirred at room temperature for about 1 h. The reaction mixture was concentrated under reduced pressure followed by the addition of DMF (8 mL) and copper(II) chloride (0.107 g, 0.796 mmol). The reaction mixture was heated to about 90° C. ... Starting materials: N(N)C=1N=C2C(=NC1)N(C(=C2)C2=CN(C1=CC=C(C=C21)OC)C)COCC[Si](C)(C)C (2-hydrazinyl-6-(5-methoxy-1-methyl-1H-indol-3-yl)-5-((2-(trimethylsilyl)ethoxy)methyl)-5H-pyrrolo[2,3-b]pyrazine), C(Cl)Cl (DCM), C(C)=O (acetaldehyde), N (ammonia).